From a dataset of the Open Reaction Database (ORD), a public repository of structured organic reaction records. describe an organic reaction: reactants, conditions, products, and yield Starting materials: CCOC(=O)COc1cccc(NC(=O)C(=O)c2c(-c3ccccc3)cc3ccccn23)c1, CO, [Li+], [OH-], O. The product is O=C(O)COc1cccc(NC(=O)C(=O)c2c(-c3ccccc3)cc3ccccn23)c1. Reaction SMILES: [CH2:1]([CH3:2])[O:3][C:4]([CH2:5][O:6][c:7]1[cH:8][c:9]([NH:13][C:14]([C:15]([c:16]2[c:17](-[c:25]3[cH:26][cH:27][cH:28][cH:29][cH:30]3)[cH:18][c:19]3[cH:20][cH:21][cH:22][cH:23][n:24]23)=[O:31])=[O:32])[cH:10][cH:11][cH:12]1)=[O:33].[CH3:37][OH:38].[Li+:34].[OH-:35].[OH2:36]>>[O:3]=[C:4]([CH2:5][O:6][c:7]1[cH:8][c:9]([NH:13][C:14]([C:15]([c:16]2[c:17](-[c:25]3[cH:26][cH:27][cH:28][cH:29][cH:30]3)[cH:18][c:19]3[cH:20][cH:21][cH:22][cH:23][n:24]23)=[O:31])=[O:32])[cH:10][cH:11][cH:12]1)[OH:33]. Reactants: BrC=1C(=NC=CC1)N (bromopyridin-2-amine), C1(=CC=CC=C1)O (phenol), OC1=C(/C=N/O)C=CC=C1 ((E)-2-hydroxybenzaldehyde oxime). The product is O(C1=CC=CC=C1)C=1C(=NC=CC1)N (3-phenoxypyridin-2-amine). As a reaction SMILES: Br[C:2]1[C:3]([NH2:8])=[N:4][CH:5]=[CH:6][CH:7]=1.[C:9]1([OH:15])[CH:14]=[CH:13][CH:12]=[CH:11][CH:10]=1.OC1C=CC=CC=1/C=N/O>>[O:15]([C:2]1[C:3]([NH2:8])=[N:4][CH:5]=[CH:6][CH:7]=1)[C:9]1[CH:14]=[CH:13][CH:12]=[CH:11][CH:10]=1. Procedure details: Prepared according to the method of Example 7 Step A, starting with bromopyridin-2-amine, phenol, and (E)-2-hydroxybenzaldehyde oxime (20.61 g, 150.3 mmol). Starting materials: BrB(Br)Br, C1=CCCCC1, ClCCl, CCC1c2ccccc2-c2cc(-c3cccc4c3oc3ccccc34)ccc2N1S(=O)(=O)c1ccc(OC)cc1. The product is CCC1c2ccccc2-c2cc(-c3cccc4c3oc3ccccc34)ccc2N1S(=O)(=O)c1ccc(O)cc1. As a reaction SMILES: [B:47]([Br:48])([Br:49])[Br:50].[CH2:41]1[CH2:42][CH:43]=[CH:44][CH2:45][CH2:46]1.[Cl:51][CH2:52][Cl:53].[cH:1]1[cH:2][cH:3][c:4](-[c:14]2[cH:15][c:16]3[c:25]([cH:26][cH:27]2)[N:24]([S:28](=[O:29])(=[O:30])[c:31]2[cH:32][cH:33][c:34]([O:37][CH3:38])[cH:35][cH:36]2)[CH:23]([CH2:39][CH3:40])[c:22]2[c:17]-3[cH:18][cH:19][cH:20][cH:21]2)[c:5]2[o:6][c:7]3[c:8]([c:9]12)[cH:10][cH:11][cH:12][cH:13]3>>[cH:1]1[cH:2][cH:3][c:4](-[c:14]2[cH:15][c:16]3[c:25]([cH:26][cH:27]2)[N:24]([S:28](=[O:29])(=[O:30])[c:31]2[cH:32][cH:33][c:34]([OH:37])[cH:35][cH:36]2)[CH:23]([CH2:39][CH3:40])[c:22]2[c:17]-3[cH:18][cH:19][cH:20][cH:21]2)[c:5]2[o:6][c:7]3[c:8]([c:9]12)[cH:10][cH:11][cH:12][cH:13]3. Reactants: C(C)(C)(C)OC(=O)N1CC2=C(CC1)SC(=C2)C(=O)NCCC2=CC(=C(C=C2)OCC(=O)OCC)OCC(=O)OCC (Diethyl [[4-[2-[(5-t-butyloxycarbonyl-4,5,6,7-tetrahydrothieno[3,2-c]pyridin-2-yl)carbonyl]aminoethyl]-o-phenylene]dioxy]diacetate), [Cr](=O)(=O)([O-])Cl.[NH+]1=CC=CC=C1 (pyridinium chlorochromate). The solvent is ClCCl (dichloromethane). Reaction conditions: time 4 hour. The product is C(C)(C)(C)OC(=O)N1CC2=C(CC1)SC(=C2)C=O (5-t-butoxycarbonyl-2-formyl-4,5,6,7-tetrahydrothieno [3,2-c]pyridine). Yield: 197.0%. As a reaction SMILES: [C:1]([O:5][C:6]([N:8]1[CH2:13][CH2:12][C:11]2[S:14][C:15]([C:17](NCCC3C=CC(OCC(OCC)=O)=C(OCC(OCC)=O)C=3)=[O:18])=[CH:16][C:10]=2[CH2:9]1)=[O:7])([CH3:4])([CH3:3])[CH3:2].[Cr](Cl)([O-])(=O)=O.[NH+]1C=CC=CC=1>ClCCl>[C:1]([O:5][C:6]([N:8]1[CH2:13][CH2:12][C:11]2[S:14][C:15]([CH:17]=[O:18])=[CH:16][C:10]=2[CH2:9]1)=[O:7])([CH3:4])([CH3:2])[CH3:3] |f:1.2|. Reported procedure: The solution of the compound prepared in (a) (1.2 g) in dichloromethane (20 ml) was added pyridinium chlorochromate (1.1 g), and the mixture was stirred at room temperature for 4 hours. After the reaction mixture was filtered through FLORISIL, the filtrate was concentrated and purified by column chromatography on silica gel to give 1.07 g of the title compound from the fraction eluted with ethyl acetate:n-hexane=1:3 (yield, 89.8%). The reactants are C(CCl)Cl (EDC), C1=CC2=C(N=C1)N(N=N2)O (HOAT), C(C)(C)(C)OC(=O)N([C@H](CC[C@H](CN)C1=C(C(=CC=C1)F)F)C(=O)O)C(=O)OC(C)(C)C ((5S)—N2,N2-bis(tert-butoxycarbonyl)-5-(2,3-difluorophenyl)-D-lysine), ClCC(C)(O)C (1-chloro-2-methyl-2-propanol), C(C)(C)N(CC)C(C)C (diisopropylethylamine), C(=O)(O)[O-].[Na+] (NaHCO3), C(C)(C)N(CC)C(C)C (diisopropylethylamine). Solvent: C(Cl)Cl (DCM), CCO (EtOH). Conditions: time 8 hour. Product: FC1=C(C=CC=C1F)[C@@H]1CC[C@H](C(N(C1)CC(C)(C)O)=O)N(C(=O)OC(C)(C)C)C(=O)OC(C)(C)C (Di-tert-butyl [(3R,6S)-6-(2,3-difluorophenyl)-1-(2-hydroxy-2-methylpropyl)-2-oxoazepan-3-yl]imidodicarbonate). Yield: 33.0%. As a reaction SMILES: [C:1]([O:5][C:6]([N:8]([C:26]([O:28][C:29]([CH3:32])([CH3:31])[CH3:30])=[O:27])[C@@H:9]([C:23]([OH:25])=O)[CH2:10][CH2:11][C@@H:12]([C:15]1[CH:20]=[CH:19][CH:18]=[C:17]([F:21])[C:16]=1[F:22])[CH2:13][NH2:14])=[O:7])([CH3:4])([CH3:3])[CH3:2].Cl[CH2:34][C:35]([CH3:38])([OH:37])[CH3:36].C(N(C(C)C)CC)(C)C.C(Cl)CCl.C1C=NC2N(O)N=NC=2C=1.C([O-])(O)=O.[Na+]>CCO.C(Cl)Cl>[F:22][C:16]1[C:17]([F:21])=[CH:18][CH:19]=[CH:20][C:15]=1[C@H:12]1[CH2:13][N:14]([CH2:34][C:35]([OH:37])([CH3:38])[CH3:36])[C:23](=[O:25])[C@H:9]([N:8]([C:26]([O:28][C:29]([CH3:30])([CH3:32])[CH3:31])=[O:27])[C:6]([O:5][C:1]([CH3:4])([CH3:3])[CH3:2])=[O:7])[CH2:10][CH2:11]1 |f:5.6|. Reported procedure: A solution of (5S)—N2,N2-bis(tert-butoxycarbonyl)-5-(2,3-difluorophenyl)-D-lysine (0.569 g, 1.24 mmol), 1-chloro-2-methyl-2-propanol (0.202 g, 1.86 mmol) and diisopropylethylamine (0.529 g, 4.10 mmol) in EtOH (5 mL) was heated at 75° C. overnight. The reaction was concentrated to dryness, diluted with DCM (20 mL) and EDC (0.358 g, 1.87 mmol), HOAT (0.252 g, 1.87 mmol) were added followed by diisopropylethylamine (0.650 mL, 3.73 mmol). After stirring overnight, NaHCO3 was added, the layers separa... Starting materials: C[Si](C)(C)[N-][Si](C)(C)C.[Na+] (sodium bis-(trimethylsilyl)amide), ClC=1C=C(C=CC1Cl)CC#N (3,4-Dichlorophenylacetonitrile), BrCC(=O)OCC (ethyl bromoacetate). The solvent is C(C)OCC (ethyl ether), C1CCOC1 (THF). Reaction conditions: temperature 20 celsius, time 3 hour. The product is C(C)OC(CC(CC(=O)OCC)(C1=CC(=C(C=C1)Cl)Cl)C#N)=O (3-cyano-3-(3,4-dichloro-phenyl)-pentanedioic diethyl ester). The yield is 82.7%. Reaction SMILES: [Cl:1][C:2]1[CH:3]=[C:4]([CH2:9][C:10]#[N:11])[CH:5]=[CH:6][C:7]=1[Cl:8].C[Si]([N-][Si](C)(C)C)(C)C.[Na+].Br[CH2:23][C:24]([O:26][CH2:27][CH3:28])=[O:25]>C1COCC1.C(OCC)C>[CH2:27]([O:26][C:24](=[O:25])[CH2:23][C:9]([C:10]#[N:11])([C:4]1[CH:5]=[CH:6][C:7]([Cl:8])=[C:2]([Cl:1])[CH:3]=1)[CH2:23][C:24]([O:26][CH2:27][CH3:28])=[O:25])[CH3:28] |f:1.2|. Procedure: 3,4-Dichlorophenylacetonitrile (10 g, 53.75 mmol) was stirred mechanically in THF (50 mL) at -78° C. and treated dropwise with sodium bis-(trimethylsilyl)amide (108 mL, 1 M; 2 eq.). The reaction slurry was allowed to warm to 20° C. and stirred for 3 hours. The solution was cooled to -78° C. and the slurry was treated with ethyl bromoacetate (12 mL, 107 mmol, 2 eq.). The slurry was again allowed to warm to 20° C. and stirred 18 hours. The slurry was dissolved in ethyl ether and washed with water ...